This data is from the Open Reaction Database (ORD), a public repository of structured organic reaction records. The task is: describe an organic reaction: reactants, conditions, products, and yield Reactants: COC(C(C)C1=C(C=C(C=C1)[N+](=O)[O-])[N+](=O)[O-])=O (2,4-dinitrophenylpropanoic acid methyl ester), O1CCCC1 (tetrahydrofuran), [BH4-].[Na+] (Sodium borohydride), [Cl-].[Cl-].[Cl-].[Al+3] (aluminum trichloride). Solvent: O (water). Reaction conditions: time 2 hour. Product: COC(C(C)C1=C(C=C(C=C1)N)N)=O (2,4-diaminophenylpropanoic acid methyl ester). Isolated yield 95.4%. Reaction SMILES: [CH3:1][O:2][C:3](=[O:18])[CH:4]([C:6]1[CH:11]=[CH:10][C:9]([N+:12]([O-])=O)=[CH:8][C:7]=1[N+:15]([O-])=O)[CH3:5].O1CCCC1.[BH4-].[Na+].[Cl-].[Cl-].[Cl-].[Al+3]>O>[CH3:1][O:2][C:3](=[O:18])[CH:4]([C:6]1[CH:11]=[CH:10][C:9]([NH2:12])=[CH:8][C:7]=1[NH2:15])[CH3:5] |f:2.3,4.5.6.7|. Reported procedure: The obtained 2,4-dinitrophenylpropanoic acid methyl ester (2.29 g) was added into tetrahydrofuran (50 ml), and was dissolved by stirring at room temperature. Sodium borohydride (0.76 g, 0.02 mole) and aluminum trichloride (1.33 g, 0.01 mole) were then added, and reaction was conducted for 2 hours at room temperature. After the reaction, water (10 ml) was added to completely react with the remaining reductant. Solvent was removed by distilling under a reduced pressure to obtain 2,4-diaminophenylp... The reactants are C(C1=CC=CC=C1)OC=1C=C2C(=C(N(C(C2=CC1)=O)CC(C)C)C(=O)OC)OS(=O)(=O)C(F)(F)F (methyl 6-benzyloxy-2-isobutyl-1-oxo-4-trifluoromethanesulfonyloxy-1,2-dihydro-3-isoquinolinecarboxylate), ClC1=CC=C(C=C1)B(O)O (4-chlorophenylboronic acid), C([O-])([O-])=O.[Na+].[Na+] (sodium carbonate), CO (methanol). The reagents and catalysts are C=1C=CC(=CC1)[P](C=2C=CC=CC2)(C=3C=CC=CC3)[Pd]([P](C=4C=CC=CC4)(C=5C=CC=CC5)C=6C=CC=CC6)([P](C=7C=CC=CC7)(C=8C=CC=CC8)C=9C=CC=CC9)[P](C=1C=CC=CC1)(C=1C=CC=CC1)C=1C=CC=CC1 (tetrakis(triphenylphosphine)palladium). Solvent: C1(=CC=CC=C1)C (toluene), O (water), O (water). Product: C(C1=CC=CC=C1)OC=1C=C2C(=C(N(C(C2=CC1)=O)CC(C)C)C(=O)OC)C1=CC=C(C=C1)Cl (methyl 6-benzyloxy-4-(4-chlorophenyl)-2-isobutyl-1-oxo-1,2-dihydro-3-isoquinolinecarboxylate). Isolated yield 54.7%. RXN SMILES: [CH2:1]([O:8][C:9]1[CH:10]=[C:11]2[C:16](=[CH:17][CH:18]=1)[C:15](=[O:19])[N:14]([CH2:20][CH:21]([CH3:23])[CH3:22])[C:13]([C:24]([O:26][CH3:27])=[O:25])=[C:12]2OS(C(F)(F)F)(=O)=O)[C:2]1[CH:7]=[CH:6][CH:5]=[CH:4][CH:3]=1.[Cl:36][C:37]1[CH:42]=[CH:41][C:40](B(O)O)=[CH:39][CH:38]=1.C(=O)([O-])[O-].[Na+].[Na+].CO>C1(C)C=CC=CC=1.C1C=CC([P]([Pd]([P](C2C=CC=CC=2)(C2C=CC=CC=2)C2C=CC=CC=2)([P](C2C=CC=CC=2)(C2C=CC=CC=2)C2C=CC=CC=2)[P](C2C=CC=CC=2)(C2C=CC=CC=2)C2C=CC=CC=2)(C2C=CC=CC=2)C2C=CC=CC=2)=CC=1.O>[CH2:1]([O:8][C:9]1[CH:10]=[C:11]2[C:16](=[CH:17][CH:18]=1)[C:15](=[O:19])[N:14]([CH2:20][CH:21]([CH3:23])[CH3:22])[C:13]([C:24]([O:26][CH3:27])=[O:25])=[C:12]2[C:40]1[CH:41]=[CH:42][C:37]([Cl:36])=[CH:38][CH:39]=1)[C:2]1[CH:7]=[CH:6][CH:5]=[CH:4][CH:3]=1 |f:2.3.4,^1:64,66,85,104|. Reported procedure: A mixed solution of methyl 6-benzyloxy-2-isobutyl-1-oxo-4-trifluoromethanesulfonyloxy-1,2-dihydro-3-isoquinolinecarboxylate (10.27 g, 20 mmol), 4-chlorophenylboronic acid (3.75 g, 24 mmol) and sodium carbonate (5.30 g, 50 mmol) in toluene (50 ml)-methanol (10 ml)-water (10 ml) was stirred under an argon atmosphere at room temperature for 30 min. To the obtained mixture was added tetrakis(triphenylphosphine)palladium (1.15 g, 1 mmol) and the mixture was refluxed under heating under an argon atmos... Reactants: BrC=1SC=C(N1)C1=CC=C(C=C1)Br (2-bromo-4-(4-bromophenyl)-1,3-thiazole), N[C@H](CO)C ((S)-(+)-2-amino-1-propanol). Run in C(Cl)Cl (methylene chloride). Run at temperature 150 celsius, time 1 hour. Yields the product BrC1=CC=C(C=C1)C=1N=C(SC1)N[C@H](CO)C ((2S)-2-{[4-(4-bromophenyl)-1,3-thiazol-2-yl]amino}propan-1-ol). Isolated yield 41.9%. Reaction SMILES: Br[C:2]1[S:3][CH:4]=[C:5]([C:7]2[CH:12]=[CH:11][C:10]([Br:13])=[CH:9][CH:8]=2)[N:6]=1.[NH2:14][C@@H:15]([CH3:18])[CH2:16][OH:17]>C(Cl)Cl>[Br:13][C:10]1[CH:11]=[CH:12][C:7]([C:5]2[N:6]=[C:2]([NH:14][C@@H:15]([CH3:18])[CH2:16][OH:17])[S:3][CH:4]=2)=[CH:8][CH:9]=1. Procedure details: A mixture of 2-bromo-4-(4-bromophenyl)-1,3-thiazole (1.01 g, 3.16 mmol), prepared in step 2 of Example 1, and (S)-(+)-2-amino-1-propanol (738 μL, 9.48 mmol) was stirred under nitrogen at 150° C. for 1 h. After cooling to room temperature, the solid was taken up in methylene chloride and purified on a Horizon™ Flash Collector (the Biotage FLASH 40+™ cartridge) using a linear gradient of 10% ethyl acetate-methylene chloride to 40% ethyl acetate-methylene chloride as the eluent. Isolation of the mo... RXN SMILES: [CH2:1]([C:3]1[C:11]2[C:6](=[CH:7][CH:8]=[CH:9][C:10]=2[NH:12][C:13]([C:15]2[N:19]3[CH:20]=[CH:21][C:22]([C:24]([NH:26][NH2:27])=[O:25])=[CH:23][C:18]3=[N:17][CH:16]=2)=[O:14])[N:5]([CH2:28][C:29]2[CH:34]=[CH:33][CH:32]=[C:31]([CH3:35])[N:30]=2)[N:4]=1)[CH3:2].[CH3:36]OC(OC)OC>>[CH2:1]([C:3]1[C:11]2[C:6](=[CH:7][CH:8]=[CH:9][C:10]=2[NH:12][C:13]([C:15]2[N:19]3[CH:20]=[CH:21][C:22]([C:24]4[O:25][CH:36]=[N:27][N:26]=4)=[CH:23][C:18]3=[N:17][CH:16]=2)=[O:14])[N:5]([CH2:28][C:29]2[CH:34]=[CH:33][CH:32]=[C:31]([CH3:35])[N:30]=2)[N:4]=1)[CH3:2]. Run at temperature 110 celsius. Reported procedure: To N-(3-ethyl-1-((6-methylpyridin-2-yl)methyl)-1H-indazol-4-yl)-7-(hydrazinecarbonyl)imidazo[1,2-a]pyridine-3-carboxamide (15 mg, 0.0320 mmol) was added trimethoxymethane (340 mg, 3.20 mmol). The reaction mixture was sealed and heated to 110° C. for 30 minutes. The mixture was cooled to ambient temperature and concentrated under reduced pressure. Silica gel chromatography (DCM/MeOH 10:1) gave the final product (5 mg). MS (ES+APCI) m/z=479 (M+H). Yields the product C(C)C1=NN(C2=CC=CC(=C12)NC(=O)C1=CN=C2N1C=CC(=C2)C=2OC=NN2)CC2=NC(=CC=C2)C (N-(3-ethyl-1-((6-methylpyridin-2-yl)methyl)-1H-indazol-4-yl)-7-(1,3,4-oxadiazol-2-yl)imidazo[1,2-a]pyridine-3-carboxamide). The reactants are C(C)C1=NN(C2=CC=CC(=C12)NC(=O)C1=CN=C2N1C=CC(=C2)C(=O)NN)CC2=NC(=CC=C2)C (N-(3-ethyl-1-((6-methylpyridin-2-yl)methyl)-1H-indazol-4-yl)-7-(hydrazinecarbonyl)imidazo[1,2-a]pyridine-3-carboxamide), COC(OC)OC (trimethoxymethane). Isolated yield 32.7%. Reactants: COC(=O)C(CCSC)NC(=O)c1ccc(F)cc1-c1ccccc1, CS(C)=O, [H-], [K+], [K+], [Na+], O=C([O-])[O-], CN(C)C=O, O, Sc1ccccn1. Yields the product COC(=O)C(CCSC)NC(=O)c1ccc(Sc2ccccn2)cc1-c1ccccc1. As a reaction SMILES: [CH3:1][O:2][C:3]([CH:4]([NH:5][C:6]([c:7]1[c:8](-[c:14]2[cH:15][cH:16][cH:17][cH:18][cH:19]2)[cH:9][c:10]([F:13])[cH:11][cH:12]1)=[O:20])[CH2:21][CH2:22][S:23][CH3:24])=[O:25].[CH3:46][S:47]([CH3:48])=[O:49].[H-:40].[K+:33].[K+:34].[Na+:39].[O-:35][C:36]([O-:37])=[O:38].[O:41]=[CH:42][N:43]([CH3:44])[CH3:45].[OH2:50].[SH:26][c:27]1[n:28][cH:29][cH:30][cH:31][cH:32]1>>[CH3:1][O:2][C:3]([CH:4]([NH:5][C:6]([c:7]1[c:8](-[c:14]2[cH:15][cH:16][cH:17][cH:18][cH:19]2)[cH:9][c:10]([S:26][c:27]2[n:28][cH:29][cH:30][cH:31][cH:32]2)[cH:11][cH:12]1)=[O:20])[CH2:21][CH2:22][S:23][CH3:24])=[O:25]. The reactants are O=C(O)c1cn(C2CC2)c2cc(F)c(F)cc2c1=O, C1CC2(CN1)OCCO2. Product: O=C(O)c1cn(C2CC2)c2cc(N3CCC4(C3)OCCO4)c(F)cc2c1=O. RXN SMILES: [CH:1]1([n:4]2[cH:5][c:6]([C:17](=[O:18])[OH:19])[c:7](=[O:16])[c:8]3[cH:9][c:10]([F:15])[c:11]([F:14])[cH:12][c:13]23)[CH2:2][CH2:3]1.[O:20]1[CH2:21][CH2:22][O:23][C:24]12[CH2:25][NH:26][CH2:27][CH2:28]2>>[CH:1]1([n:4]2[cH:5][c:6]([C:17](=[O:18])[OH:19])[c:7](=[O:16])[c:8]3[cH:9][c:10]([F:15])[c:11]([N:26]4[CH2:25][C:24]5([O:20][CH2:21][CH2:22][O:23]5)[CH2:28][CH2:27]4)[cH:12][c:13]23)[CH2:2][CH2:3]1.